Dataset: the Open Reaction Database (ORD), a public repository of structured organic reaction records. Task: describe an organic reaction: reactants, conditions, products, and yield Reactants: BrC=1C=C2C(=C(C=NC2=CC1)C(C)=O)NC=1C=NN(C1)C1CN(CC1)C (1-(6-bromo-4-((1-(1-methylpyrrolidin-3-yl)-1H-pyrazol-4-yl)amino)quinolin-3-yl)ethanone), ClC1=C(C(=CC(=C1)B1OC(C(O1)(C)C)(C)C)F)O (2-chloro-6-fluoro-4-(4,4,5,5-tetramethyl-1,3,2-dioxaborolan-2-yl)phenol), Cl (HCl), C(=O)([O-])[O-].[Cs+].[Cs+] (Cs2CO3). The reagents and catalysts are C1=CC=C(C=C1)P([C-]2C=CC=C2)C3=CC=CC=C3.C1=CC=C(C=C1)P([C-]2C=CC=C2)C3=CC=CC=C3.Cl[Pd]Cl.[Fe+2] (Pd(dppf)Cl2). The solvent is O1CCOCC1 (dioxane), CO (methanol). Conditions: temperature 80 celsius. Product: Cl.Cl.ClC=1C=C(C=C(C1O)F)C=1C=C2C(=C(C=NC2=CC1)C(C)=O)NC=1C=NN(C1)C1CN(CC1)C (1-(6-(3-chloro-5-fluoro-4-hydroxyphenyl)-4-((1-(1-methylpyrrolidin-3-yl)-1H-pyrazol-4-yl)amino)quinolin-3-yl)ethanone dihydrochloride). Yield: 101.0%. As a reaction SMILES: Br[C:2]1[CH:3]=[C:4]2[C:9](=[CH:10][CH:11]=1)[N:8]=[CH:7][C:6]([C:12](=[O:14])[CH3:13])=[C:5]2[NH:15][C:16]1[CH:17]=[N:18][N:19]([CH:21]2[CH2:25][CH2:24][N:23]([CH3:26])[CH2:22]2)[CH:20]=1.[Cl:27][C:28]1[CH:33]=[C:32](B2OC(C)(C)C(C)(C)O2)[CH:31]=[C:30]([F:43])[C:29]=1[OH:44].C([O-])([O-])=O.[Cs+].[Cs+].[ClH:51]>O1CCOCC1.CO.C1C=CC(P(C2C=CC=CC=2)[C-]2C=CC=C2)=CC=1.C1C=CC(P(C2C=CC=CC=2)[C-]2C=CC=C2)=CC=1.Cl[Pd]Cl.[Fe+2]>[ClH:27].[ClH:51].[Cl:27][C:28]1[CH:33]=[C:32]([C:2]2[CH:3]=[C:4]3[C:9](=[CH:10][CH:11]=2)[N:8]=[CH:7][C:6]([C:12](=[O:14])[CH3:13])=[C:5]3[NH:15][C:16]2[CH:17]=[N:18][N:19]([CH:21]3[CH2:25][CH2:24][N:23]([CH3:26])[CH2:22]3)[CH:20]=2)[CH:31]=[C:30]([F:43])[C:29]=1[OH:44] |f:2.3.4,8.9.10.11,12.13.14|. Reported procedure: To a suspension of 1-(6-bromo-4-((1-(1-methylpyrrolidin-3-yl)-1H-pyrazol-4-yl)amino)quinolin-3-yl)ethanone (80 mg, 0.19 mmol), 2-chloro-6-fluoro-4-(4,4,5,5-tetramethyl-1,3,2-dioxaborolan-2-yl)phenol (68 mg, 0.25 mmol) and Pd(dppf)Cl2 (11 mg, 0.015 mmol) in dioxane (4 mL) was added Cs2CO3 (1.0 M in H2O, 0.4 mL, 0.4 mmol). N2 gas was bubbled through the reaction mixture and the mixture was then heated at 80° C. for 2 h. The solution was allowed to cool to room temperature, diluted with a saturated... Starting materials: CC(C)(C)[Si](OC1=CC(=CC2=C1C(C(C(O2)(C)C)CCCO)C)CCCCC)(C2=CC=CC=C2)C2=CC=CC=C2 (5-[[(1,1-Dimethylethyl)diphenylsilyl]oxy]-3,4-dihydro-2,2,4-trimethyl-7-pentyl-2H-1-benzopyran-3-propanol), [Cr](=O)(=O)([O-])O[Cr](=O)(=O)[O-].[NH+]1=CC=CC=C1.[NH+]1=CC=CC=C1 (pyridinium dichromate), CN(C)C=O (DMF). Run in O (water). Product: CC(C)(C)[Si](OC1=CC(=CC2=C1C(C(C(O2)(C)C)CCC(=O)O)C)CCCCC)(C2=CC=CC=C2)C2=CC=CC=C2 (5-[[(1,1-Dimethylethyl)diphenylsilyl]oxy]-3,4-dihydro-2,2,4-trimethyl-7-pentyl-2H-1-benzopyran-3-propanoic acid). The yield is 48.4%. RXN SMILES: [CH3:1][C:2]([Si:5]([C:35]1[CH:40]=[CH:39][CH:38]=[CH:37][CH:36]=1)([C:29]1[CH:34]=[CH:33][CH:32]=[CH:31][CH:30]=1)[O:6][C:7]1[C:12]2[CH:13]([CH3:23])[CH:14]([CH2:19][CH2:20][CH2:21][OH:22])[C:15]([CH3:18])([CH3:17])[O:16][C:11]=2[CH:10]=[C:9]([CH2:24][CH2:25][CH2:26][CH2:27][CH3:28])[CH:8]=1)([CH3:4])[CH3:3].[Cr](O[Cr]([O-])(=O)=O)([O-])(=O)=[O:42].[NH+]1C=CC=CC=1.[NH+]1C=CC=CC=1.CN(C=O)C>O>[CH3:1][C:2]([Si:5]([C:35]1[CH:36]=[CH:37][CH:38]=[CH:39][CH:40]=1)([C:29]1[CH:30]=[CH:31][CH:32]=[CH:33][CH:34]=1)[O:6][C:7]1[C:12]2[CH:13]([CH3:23])[CH:14]([CH2:19][CH2:20][C:21]([OH:42])=[O:22])[C:15]([CH3:17])([CH3:18])[O:16][C:11]=2[CH:10]=[C:9]([CH2:24][CH2:25][CH2:26][CH2:27][CH3:28])[CH:8]=1)([CH3:4])[CH3:3] |f:1.2.3|. Procedure: A mixture of 2.2 g (3.97 mmol) of 5-[[(1,1-Dimethylethyl)diphenylsilyl]oxy]-3,4-dihydro-2,2,4-trimethyl-7-pentyl-2H-1-benzopyran-3-propanol and 7.47 g (19.86 mmol) of pyridinium dichromate (Aldrich) in anhy. DMF (Aldrich) was stirred at RT under argon for 20 hr. The reaction was diluted with water and extracted with EtOAc. The organic phase was dried and solvent removed under reduced pressure. The residue was then purified by repeated chromatography on silica gel to give 1.1 g (48%) of 5-[[(1,1-... Starting materials: C(=O)(OC(C)(C)C)NC(=O)OC(C)(C)C (di-tert-butyl imidodicarbonate), CC(C)([O-])C.[K+] (potassium tert-butoxide), BrC=1C=NC=CC1CCl (3-bromo-4-(chloromethyl)pyridine), O (water). The solvent is CN(C)C=O (DMF), CN(C)C=O (DMF). Conditions: time 1 hour. Product: BrC=1C=NC=CC1CN(C(=O)OC(C)(C)C)C(=O)OC(C)(C)C (di-tert-butyl [(3-bromopyridin-4-yl)methyl]imidodicarbonate). Isolated yield 90.3%. Reaction SMILES: [C:1]([NH:8][C:9]([O:11][C:12]([CH3:15])([CH3:14])[CH3:13])=[O:10])([O:3][C:4]([CH3:7])([CH3:6])[CH3:5])=[O:2].CC(C)([O-])C.[K+].[Br:22][C:23]1[CH:24]=[N:25][CH:26]=[CH:27][C:28]=1[CH2:29]Cl.O>CN(C=O)C>[Br:22][C:23]1[CH:24]=[N:25][CH:26]=[CH:27][C:28]=1[CH2:29][N:8]([C:1]([O:3][C:4]([CH3:6])([CH3:7])[CH3:5])=[O:2])[C:9]([O:11][C:12]([CH3:15])([CH3:14])[CH3:13])=[O:10] |f:1.2|. Reported procedure: To a solution of 1.73 g of di-tert-butyl imidodicarbonate in DMF 16 ml was added 894 mg of potassium tert-butoxide under ice-cooling, followed by stirring at room temperature for 1 hour. To the reaction mixture was added a solution of 1.37 g of 3-bromo-4-(chloromethyl)pyridine in 3 ml of DMF under ice-cooling, followed by stirring at room temperature for 2 hours. To the reaction mixture was added water, followed by extraction with ethyl acetate. The organic layer was washed with water and a satu... Reactants: CC1(C)Oc2cc([N+](=O)[O-])cc(Br)c2N(c2ccc(F)cc2)C1=O, Cc1ccccc1, OB(O)C1CC1, [K+], [K+], [K+], O, O=P([O-])([O-])[O-]. Product: CC1(C)Oc2cc([N+](=O)[O-])cc(C3CC3)c2N(c2ccc(F)cc2)C1=O. RXN SMILES: [Br:1][c:2]1[cH:3][c:4]([N+:22](=[O:23])[O-:24])[cH:5][c:6]2[c:7]1[N:8]([c:15]1[cH:16][cH:17][c:18]([F:21])[cH:19][cH:20]1)[C:9](=[O:14])[C:10]([CH3:12])([CH3:13])[O:11]2.[CH3:40][c:41]1[cH:42][cH:43][cH:44][cH:45][cH:46]1.[CH:25]1([B:28]([OH:29])[OH:30])[CH2:26][CH2:27]1.[K+:36].[K+:37].[K+:38].[OH2:39].[P:31]([O-:32])([O-:33])([O-:34])=[O:35]>>[c:2]1([CH:25]2[CH2:26][CH2:27]2)[cH:3][c:4]([N+:22](=[O:23])[O-:24])[cH:5][c:6]2[c:7]1[N:8]([c:15]1[cH:16][cH:17][c:18]([F:21])[cH:19][cH:20]1)[C:9](=[O:14])[C:10]([CH3:12])([CH3:13])[O:11]2. The reactants are S(=O)(Cl)Cl (thionyl chloride), Cl.C1(CCC1)C1=C(SC=2N1CCCN2)C(=O)O (3-Cyclobutyl-6,7-dihydro-5H-thiazolo[3,2-a]pyrimidine-2-carboxylic acid hydrochloride). Solvent: C(C)OCC (diethylether). Yields the product C1(CCC1)C1=C(SC=2N1CCCN2)C(=O)Cl (3-cyclobutyl-6,7-dihydro-5H-thiazolo[3,2-a]pyrimidine-2-carbonyl chloride). Isolated yield 115.6%. RXN SMILES: S(Cl)(Cl)=O.[ClH:5].[CH:6]1([C:10]2[N:14]3[CH2:15][CH2:16][CH2:17][N:18]=[C:13]3[S:12][C:11]=2[C:19]([OH:21])=O)[CH2:9][CH2:8][CH2:7]1>C(OCC)C>[CH:6]1([C:10]2[N:14]3[CH2:15][CH2:16][CH2:17][N:18]=[C:13]3[S:12][C:11]=2[C:19]([Cl:5])=[O:21])[CH2:9][CH2:8][CH2:7]1 |f:1.2|. Procedure: To 20 ml of thionyl chloride was suspended 5.0 g of 3-cyclobutyl-6,7-dihydro-5H-thiazolo[3,2-a]pyrimidine-2-carboxylic acid obtained in Example 1, followed by reflux under heating for 30 minutes. Under cooling, an anhydrous diethylether was added dropwise to the reaction mixture to precipitate. The crystals were collected by filtration and washed with anhydrous diethylether to yield 5.4 g of 3-cyclobutyl-6,7-dihydro-5H-thiazolo[3,2-a]pyrimidine-2-carbonyl chloride as a pale yellow crystals. To t... Starting materials: BrC=1C=C(C(=O)OC)C=CC1 (methyl 3-bromobenzoate), [N+](=O)([O-])C=1C=C(C=CC1)B(O)O (3-nitrophenylboronic acid). Reagents/catalysts: C=1C=CC(=CC1)[P](C=2C=CC=CC2)(C=3C=CC=CC3)[Pd]([P](C=4C=CC=CC4)(C=5C=CC=CC5)C=6C=CC=CC6)([P](C=7C=CC=CC7)(C=8C=CC=CC8)C=9C=CC=CC9)[P](C=1C=CC=CC1)(C=1C=CC=CC1)C=1C=CC=CC1 (tetrakis(triphenylphosphine)palladium(0)). The product is COC(=O)C=1C=C(C=CC1)C1=CC(=CC=C1)[N+](=O)[O-] (3′-Nitro-[1,1′-biphenyl]-3-carboxylic acid methyl ester). As a reaction SMILES: Br[C:2]1[CH:3]=[C:4]([CH:9]=[CH:10][CH:11]=1)[C:5]([O:7][CH3:8])=[O:6].[N+:12]([C:15]1[CH:16]=[C:17](B(O)O)[CH:18]=[CH:19][CH:20]=1)([O-:14])=[O:13]>C1C=CC([P]([Pd]([P](C2C=CC=CC=2)(C2C=CC=CC=2)C2C=CC=CC=2)([P](C2C=CC=CC=2)(C2C=CC=CC=2)C2C=CC=CC=2)[P](C2C=CC=CC=2)(C2C=CC=CC=2)C2C=CC=CC=2)(C2C=CC=CC=2)C2C=CC=CC=2)=CC=1>[CH3:8][O:7][C:5]([C:4]1[CH:3]=[C:2]([C:19]2[CH:18]=[CH:17][CH:16]=[C:15]([N+:12]([O-:14])=[O:13])[CH:20]=2)[CH:11]=[CH:10][CH:9]=1)=[O:6] |^1:27,29,48,67|. Reported procedure: n.m.r. δ values include 3.96 (s, 3 H), 7.57 (t, 1 H), 7.64 (t, 1 H), 7.81 (d, 1 H), 7.94 (d,1 H), 8.09 (d, 1 H), 8.23 (dd, 1 H), 8.30 (s, 1 H), 8.48 (t, 1 H), m.p., 88-90° C.; from methyl 3-bromobenzoate (2.0 g), tetrakis(triphenylphosphine)palladium(0) (348mg) and 3-nitrophenylboronic acid (1.9 g). The reactants are CCOC[P+](c1ccccc1)(c1ccccc1)c1ccccc1, C1CCOC1, C[Si](C)(C)[N-][Si](C)(C)C, CC1(C)OC(=O)c2ccccc2C1n1cncc1C=O, [Cl-], [Li+]. The product is CCOC=Cc1cncn1C1c2ccccc2C(=O)OC1(C)C. As a reaction SMILES: [CH2:2]([CH3:3])[O:4][CH2:5][P+:6]([c:7]1[cH:8][cH:9][cH:10][cH:11][cH:12]1)([c:13]1[cH:14][cH:15][cH:16][cH:17][cH:18]1)[c:19]1[cH:20][cH:21][cH:22][cH:23][cH:24]1.[CH2:55]1[O:56][CH2:57][CH2:58][CH2:59]1.[CH3:25][Si:26]([CH3:27])([CH3:28])[N-:29][Si:30]([CH3:31])([CH3:32])[CH3:33].[CH3:35][C:36]1([CH3:54])[O:37][C:38](=[O:53])[c:39]2[cH:40][cH:41][cH:42][cH:43][c:44]2[CH:45]1[n:46]1[cH:47][n:48][cH:49][c:50]1[CH:51]=[O:52].[Cl-:1].[Li+:34]>>[CH2:2]([CH3:3])[O:4][CH:5]=[CH:51][c:50]1[n:46]([CH:45]2[C:36]([CH3:35])([CH3:54])[O:37][C:38](=[O:53])[c:39]3[cH:40][cH:41][cH:42][cH:43][c:44]32)[cH:47][n:48][cH:49]1. Reactants: ClC1=CC=C(C=C1)C1=CC=C(O1)C(=O)O (5-(4-chlorophenyl)furan-2-carboxylic acid), C(=O)(N1C=NC=C1)N1C=NC=C1 (1,1′-carbonyldiimidazole), CS(=O)(=O)O.FC1=C(C=CC=C1)C1=CC=C(O1)C(=O)NC(=N)N ([5-(2-fluorophenyl)furan-2-ylcarbonyl]guanidine methanesulfonate). Run in [Cl-].[Na+].O (brine), C1CCOC1 (THF). Run at time 30 minute. Yields the product CS(=O)(=O)O.ClC1=CC=C(C=C1)C1=CC=C(O1)C(=O)NC(=N)N ([5-(4-chlorophenyl)furan-2-ylcarbonyl]guanidine methanesulfonate). Isolated yield 69.9%. RXN SMILES: [Cl:1][C:2]1[CH:7]=[CH:6][C:5]([C:8]2[O:12][C:11]([C:13]([OH:15])=O)=[CH:10][CH:9]=2)=[CH:4][CH:3]=1.C(N1C=CN=C1)(N1C=CN=C1)=O.[CH3:28][S:29]([OH:32])(=[O:31])=[O:30].FC1C=CC=CC=1C1OC(C([NH:47][C:48]([NH2:50])=[NH:49])=O)=CC=1>C1COCC1.[Cl-].[Na+].O>[CH3:28][S:29]([OH:32])(=[O:31])=[O:30].[Cl:1][C:2]1[CH:7]=[CH:6][C:5]([C:8]2[O:12][C:11]([C:13]([NH:49][C:48]([NH2:50])=[NH:47])=[O:15])=[CH:10][CH:9]=2)=[CH:4][CH:3]=1 |f:2.3,5.6.7,8.9|. Reported procedure: 5-(4-chlorophenyl)furan-2-carboxylic acid (208 mg, 0.93 mmol) was dissolved in THF (5 ml), to which 1,1′-carbonyldiimidazole (CDI) (182 mg, 1.12 mmol) was added, and the mixture was stirred at room temperature for 30 minutes. 2 M guanidine solution (2.73 ml, 5.45 mmol) prepared in Example 1 was added thereto, and the mixture was reacted at room temperature for 12 hours. After completion of the reaction, the solution was added with saturated brine (20 ml) and extracted with ethyl acetate (30 ml×3...